describe an organic reaction: reactants, conditions, products, and yield From a dataset of the Open Reaction Database (ORD), a public repository of structured organic reaction records. The reactants are C(C1=CC=CC=C1)(C1=CC=CC=C1)N1CC(C1)O (1-Benzhydryl-3-hydroxyazetidine), C(=O)(C(F)(F)F)O (TFA). Reagents/catalysts: [OH-].[Pd+2].[OH-] (palladium hydroxide). The solvent is CO (methanol). Conditions: time 24 hour. Yields the product FC(C(=O)O)(F)F.OC1CNC1 (3-Hydroxyazetidine trifluoroacetate). Yield: 99.0%. As a reaction SMILES: C([N:14]1[CH2:17][CH:16]([OH:18])[CH2:15]1)(C1C=CC=CC=1)C1C=CC=CC=1.[C:19]([OH:25])([C:21]([F:24])([F:23])[F:22])=[O:20]>CO.[OH-].[Pd+2].[OH-]>[F:22][C:21]([F:24])([F:23])[C:19]([OH:25])=[O:20].[OH:18][CH:16]1[CH2:17][NH:14][CH2:15]1 |f:3.4.5,6.7|. Procedure details: 1-Benzhydryl-3-hydroxyazetidine (3.0 g, 12.6 mmol) was dissolved in methanol (60 mL), and 10 mL of TFA and 10% palladium hydroxide (1.0 g) were added thereto. The mixture was stirred for 24 hours under a hydrogen stream at normal pressure. The catalyst was removed by filtration, water (100 mL) was added to the filtrate, and the mixture was washed three times with ether. The aqueous layer was concentrated under reduced pressure, and the title compound (2.33 g, 99%) was obtained as an amorphous ma... The reactants are FC(C1=CC=C(C=C1)N1N=C(C=C1)C=O)(F)F (1-(4-(trifluoromethyl)phenyl)-1H-pyrazole-3-carbaldehyde), C1(=CC=CC2=CC=CC=C12)[C@@H](C)N ((R)-1-(naphthalen-1-yl)ethanamine), C(C)(=O)O[BH-](OC(C)=O)OC(C)=O.[Na+] (sodium triacetoxyborohydride). Reagents/catalysts: CC(=O)O (AcOH). Run in ClCCCl (DCE). Reaction conditions: time 8 hour. The product is C1(=CC=CC2=CC=CC=C12)[C@@H](C)NCC1=NN(C=C1)C1=CC=C(C=C1)C(F)(F)F ((1R)-1-(1-naphthyl)-N-({1-[4-(trifluoromethyl)phenyl]-1H-pyrazol-3-yl}methyl)ethanamine). As a reaction SMILES: [F:1][C:2]([F:17])([F:16])[C:3]1[CH:8]=[CH:7][C:6]([N:9]2[CH:13]=[CH:12][C:11]([CH:14]=O)=[N:10]2)=[CH:5][CH:4]=1.[C:18]1([C@H:28]([NH2:30])[CH3:29])[C:27]2[C:22](=[CH:23][CH:24]=[CH:25][CH:26]=2)[CH:21]=[CH:20][CH:19]=1.C(O[BH-](OC(=O)C)OC(=O)C)(=O)C.[Na+]>CC(O)=O.ClCCCl>[C:18]1([C@H:28]([NH:30][CH2:14][C:11]2[CH:12]=[CH:13][N:9]([C:6]3[CH:7]=[CH:8][C:3]([C:2]([F:17])([F:16])[F:1])=[CH:4][CH:5]=3)[N:10]=2)[CH3:29])[C:27]2[C:22](=[CH:23][CH:24]=[CH:25][CH:26]=2)[CH:21]=[CH:20][CH:19]=1 |f:2.3|. Reported procedure: A 20 mL vial was charged with 1-(4-(trifluoromethyl)phenyl)-1H-pyrazole-3-carbaldehyde 65 (0.200 g, 0.833 mmol), (R)-1-(naphthalen-1-yl)ethanamine 39 (0.171 g, 0.999 mmol), sodium triacetoxyborohydride (0.353 g, 1.67 mmol), 4 mL of DCE, and 3 drops of AcOH. This mixture was stirred overnight at room temperature and then quenched with saturated aqueous NaHCO3. The mixture was extracted with DCM, dried, and concentrated. Purification by column chromatography on silica gel (10% to 50% EtOAc in hexa... The product is ClC1=C(OC[C@H]2NCCC2)C=C(C=C1)[N+](=O)[O-] ((S)-2-(2-Chloro-5-nitro-phenoxymethyl)-pyrrolidine). Procedure details: (S)-2-(2-Chloro-5-nitro-phenoxymethyl)-pyrrolidine-1-carboxylic acid tert-butyl ester (6.94 g, 19.45 mmol) was stirred in 30 mL CH2Cl2 and 20 ml TFA for 3 h. The reaction was concentrated and dissolved in 0.1 N HCl (aq), which was basified to pH>12 with solid NaOH and extracted 3× with EtOAc. The organic layers were washed once with 1 N NaOH then once with a mixture of brine and 1 N NaOH. The organic layers were combined, dried over Na2SO4, filtered, and concentrated to dryness, to yield the tit... Solvent: C(Cl)Cl (CH2Cl2). Reaction SMILES: C(OC([N:8]1[CH2:12][CH2:11][CH2:10][C@H:9]1[CH2:13][O:14][C:15]1[CH:20]=[C:19]([N+:21]([O-:23])=[O:22])[CH:18]=[CH:17][C:16]=1[Cl:24])=O)(C)(C)C.C(O)(C(F)(F)F)=O>C(Cl)Cl>[Cl:24][C:16]1[CH:17]=[CH:18][C:19]([N+:21]([O-:23])=[O:22])=[CH:20][C:15]=1[O:14][CH2:13][C@@H:9]1[CH2:10][CH2:11][CH2:12][NH:8]1. The reactants are C(C)(C)(C)OC(=O)N1[C@@H](CCC1)COC1=C(C=CC(=C1)[N+](=O)[O-])Cl ((S)-2-(2-Chloro-5-nitro-phenoxymethyl)-pyrrolidine-1-carboxylic acid tert-butyl ester), C(=O)(C(F)(F)F)O (TFA).